This data is from the Open Reaction Database (ORD), a public repository of structured organic reaction records. The task is: describe an organic reaction: reactants, conditions, products, and yield Reactants: SCC(C(=O)O)C (3-mercapto-2-methylpropanoic acid), C(C)(C)(C)OC([C@H]1NCCC1)=O (L-proline tert.butyl ester), C1(CCCCC1)N=C=NC1CCCCC1 (dicyclohexylcarbodiimide). Reagents/catalysts: C(C)(=O)O (acetic acid). The solvent is ClCCl (dichloromethane), ClCCl (dichloromethane). Run at time 2 hour. RXN SMILES: [SH:1][CH2:2][CH:3]([CH3:7])[C:4](O)=[O:5].[C:8]([O:12][C:13](=[O:19])[C@@H:14]1[CH2:18][CH2:17][CH2:16][NH:15]1)([CH3:11])([CH3:10])[CH3:9].C1(N=C=NC2CCCCC2)CCCCC1>C(O)(=O)C.ClCCl>[C:8]([O:12][C:13](=[O:19])[C@@H:14]1[CH2:18][CH2:17][CH2:16][N:15]1[C:4](=[O:5])[CH:3]([CH3:7])[CH2:2][SH:1])([CH3:11])([CH3:9])[CH3:10]. Yields the product C(C)(C)(C)OC([C@H]1N(CCC1)C(C(CS)C)=O)=O (1-(3-Mercapto-2-methylpropanoyl)-L-Proline tert.butyl ester). Procedure details: To the cold (5°) solution of 1.2 g. (10 mMol.) of 3-mercapto-2-methylpropanoic acid and 1.7 g. (10 mMol.) of L-proline tert.butyl ester in 25 ml. dichloromethane 2.26 g. of dicyclohexylcarbodiimide in 5 ml. dichloromethane is added in portions. After 2 hours at room temperature, 5 drops of acetic acid are added, the mixture is filtered and the filtrate evaporated to an oily residue. This residue is taken up in 20 ml. of petroleum ether-ethyl acetate (3:1) and applied to a 150 ml. silica gel colu...